From a dataset of the Open Reaction Database (ORD), a public repository of structured organic reaction records. describe an organic reaction: reactants, conditions, products, and yield Starting materials: NCC=1C=C(C=C(C1O)I)C(CC)=O (3'-aminomethyl-4'-hydroxy-5'-iodopropiophenone), Cl.NO (hydroxylamine hydrochloride), [OH-].[Na+] (sodium hydroxide), C(C)O (ethanol). Solvent: O (water). The product is O.NCC=1C=C(C=C(C1O)I)C(CC)=NO (3'-aminomethyl -4'-hydroxy-5'-iodopropiophenone oxime monohydrate). Yield: 180.5%. As a reaction SMILES: [NH2:1][CH2:2][C:3]1[CH:4]=[C:5]([C:11](=O)[CH2:12][CH3:13])[CH:6]=[C:7]([I:10])[C:8]=1[OH:9].Cl.[NH2:16][OH:17].[OH-].[Na+].C(O)C>O>[OH2:9].[NH2:1][CH2:2][C:3]1[CH:4]=[C:5]([C:11](=[N:16][OH:17])[CH2:12][CH3:13])[CH:6]=[C:7]([I:10])[C:8]=1[OH:9] |f:1.2,3.4,7.8|. Procedure: A mixture of 2.0 g of 3'-aminomethyl-4'-hydroxy-5'-iodopropiophenone and 1.2 g of hydroxylamine hydrochloride is added to 10 ml of 4N sodium hydroxide solution and 3.5 ml of ethanol, and then the mixture is refluxed with heating for 45 minutes. After cooling to room temperature, 15 ml of water is added to the reaction mixture. After filtration of the mixture, the filtrate is stirred under ice cooling and adjusted to pH 7.5 with concentrated hydrochloric acid. The white fine powder precipitated i... Reactants: C(C)OC(C(CCCCCC1CCCCCC1)=C)=O (7-cycloheptyl-2-methyleneheptanoic acid ethyl ester), ClC1=CC(=CC=C1)C(=O)OO (m-chloroperbenzoic acid). Solvent: C(Cl)Cl (methylene chloride). Yields the product C(C)OC(=O)C1(OC1)CCCCCC1CCCCCC1 (2-(5-Cycloheptylpentyl)-oxirane-2-carboxylic acid ethyl ester). RXN SMILES: [CH2:1]([O:3][C:4](=[O:19])[C:5](=[CH2:18])[CH2:6][CH2:7][CH2:8][CH2:9][CH2:10][CH:11]1[CH2:17][CH2:16][CH2:15][CH2:14][CH2:13][CH2:12]1)[CH3:2].ClC1C=CC=C(C(OO)=[O:28])C=1>C(Cl)Cl>[CH2:1]([O:3][C:4]([C:5]1([CH2:6][CH2:7][CH2:8][CH2:9][CH2:10][CH:11]2[CH2:12][CH2:13][CH2:14][CH2:15][CH2:16][CH2:17]2)[CH2:18][O:28]1)=[O:19])[CH3:2]. Reported procedure: 7.5 g of the title compound, in the form of a colourless oil, which is purified by chromatography on silica gel (migrating agent: 90:10 petroleum ether/ethyl acetate; thin layer chromatography on silica gel with petroleum ether/ethyl acetate 8:2: Rf =0.55), are obtained by the procedure described in Example (1a) from 13.1 g of 7-cycloheptyl-2-methyleneheptanoic acid ethyl ester and 12.0 g of m-chloroperbenzoic acid in 200 ml of methylene chloride. Reactants: C(C)O (ethanol), Cl (hydrochloric acid), O (water), CC1=C(C=C(C(=C1)C)N1N=C(N=C1)C(F)(F)F)S(=O)(=O)Cl (2,4-dimethyl-5-(3-trifluoromethyl-1H-1,2,4-triazol-1-yl)benzenesulfonyl chloride). Reagents/catalysts: [Zn] (zinc). Solvent: C(C)(=O)OCC (ethyl acetate). Run at time 30 minute. Yields the product CC1=C(C=C(C(=C1)C)N1N=C(N=C1)C(F)(F)F)S (2,4-dimethyl-5-(3-trifluoromethyl-1H-1,2,4-triazol-1-yl)thiophenol), crystal. The yield is 86.0%. RXN SMILES: [CH3:1][C:2]1[CH:7]=[C:6]([CH3:8])[C:5]([N:9]2[CH:13]=[N:12][C:11]([C:14]([F:17])([F:16])[F:15])=[N:10]2)=[CH:4][C:3]=1[S:18](Cl)(=O)=O.C(O)C.Cl.O>[Zn].C(OCC)(=O)C>[CH3:1][C:2]1[CH:7]=[C:6]([CH3:8])[C:5]([N:9]2[CH:13]=[N:12][C:11]([C:14]([F:15])([F:16])[F:17])=[N:10]2)=[CH:4][C:3]=1[SH:18]. Procedure: In a 50-ml eggplant flask provided with a magnetic stirrer was placed 3.44 g (9.6 mmol) of 2,4-dimethyl-5-(3-trifluoromethyl-1H-1,2,4-triazol-1-yl)benzenesulfonyl chloride, followed by addition of 3.14 g (48 mmol) of zinc, 16 ml of ethanol and 8 ml (80 mmol) of 35% hydrochloric acid. The mixture was stirred at room temperature for 30 minutes and then refluxed with heating, for 4 hours. The mixture was cooled to room temperature. Thereto were added 50 ml of water and 50 ml of ethyl acetate to giv... Starting materials: O=C(C=C(CC1=C(C=C(C(=C1)F)F)F)N)N1CC=2N(CC1)C(=NN2)C(F)(F)F (4-oxo-4-[3-(trifluoromethyl)-5,6-dihydro[1,2,4]triazolo[4,3-a]pyrazin-7(8H)-yl]-1-(2,4,5-trifluorophenyl)but-2-en-2-amine), [BH4-].[Na+] (NaBH4), C1(=CC=CC=C1)S(=O)(=O)O (benzenesulfonic acid), N (ammonia). The solvent is C1CCOC1 (THF), CC(C)O (IPA), O (water), C1CCOC1 (THF), C1CCOC1 (THF). Reaction conditions: temperature -10 celsius, time 5 hour. Product: O=C(CC(CC1=C(C=C(C(=C1)F)F)F)N)N1CC=2N(CC1)C(=NN2)C(F)(F)F (4-oxo-4-[3-(trifluoromethyl)-5,6-dihydro[1,2,4]triazolo[4,3-a]pyrazin-7(8H)-yl]-1-(2,4,5-trifluorophenyl)butan-2-amine). As a reaction SMILES: [BH4-].[Na+].C1(S(O)(=O)=O)C=CC=CC=1.[O:13]=[C:14]([N:28]1[CH2:33][CH2:32][N:31]2[C:34]([C:37]([F:40])([F:39])[F:38])=[N:35][N:36]=[C:30]2[CH2:29]1)[CH:15]=[C:16]([NH2:27])[CH2:17][C:18]1[CH:23]=[C:22]([F:24])[C:21]([F:25])=[CH:20][C:19]=1[F:26].N>C1COCC1.O.CC(O)C>[O:13]=[C:14]([N:28]1[CH2:33][CH2:32][N:31]2[C:34]([C:37]([F:40])([F:39])[F:38])=[N:35][N:36]=[C:30]2[CH2:29]1)[CH2:15][CH:16]([NH2:27])[CH2:17][C:18]1[CH:23]=[C:22]([F:24])[C:21]([F:25])=[CH:20][C:19]=1[F:26] |f:0.1|. Reported procedure: In a 250 mL round bottom flask dry THF (56 mL) was taken. It was cooled to −10° C. and NaBH4 (1.4 g) was added. After that benzenesulfonic acid (14.6 g) dissolved in THF (20 mL) was added dropwise at −10 to 5° C. over a period of 30-60 min. 4-oxo-4-[3-(trifluoromethyl)-5,6-dihydro[1,2,4]triazolo[4,3-a]pyrazin-7(8H)-yl]-1-(2,4,5-trifluorophenyl)but-2-en-2-amine (5.0 g) was mixed in a solvent mixture of THF (12.5 mL) and IPA (5.5 mL) and added into the reaction mixture, keeping the temperature bet... The reactants are COc1ccc(C(=O)CBr)cc1, O=C([O-])O, O=C(O)c1cn(-c2ccc([N+](=O)[O-])cc2F)c2cc(N3CCNCC3)c(F)cc2c1=O, [Na+], CN(C)C=O. Product: COc1ccc(C(=O)CN2CCN(c3cc4c(cc3F)c(=O)c(C(=O)O)cn4-c3ccc([N+](=O)[O-])cc3F)CC2)cc1. Reaction SMILES: [Br:32][CH2:33][C:34](=[O:35])[c:36]1[cH:37][cH:38][c:39]([O:42][CH3:43])[cH:40][cH:41]1.[C:44](=[O:45])([OH:46])[O-:47].[N+:1](=[O:2])([O-:3])[c:4]1[cH:5][c:6]([F:31])[c:7](-[n:10]2[cH:11][c:12]([C:28](=[O:29])[OH:30])[c:13](=[O:27])[c:14]3[cH:15][c:16]([F:26])[c:17]([N:20]4[CH2:21][CH2:22][NH:23][CH2:24][CH2:25]4)[cH:18][c:19]23)[cH:8][cH:9]1.[Na+:48].[O:49]=[CH:50][N:51]([CH3:52])[CH3:53]>>[N+:1](=[O:2])([O-:3])[c:4]1[cH:5][c:6]([F:31])[c:7](-[n:10]2[cH:11][c:12]([C:28](=[O:29])[OH:30])[c:13](=[O:27])[c:14]3[cH:15][c:16]([F:26])[c:17]([N:20]4[CH2:21][CH2:22][N:23]([CH2:33][C:34](=[O:35])[c:36]5[cH:37][cH:38][c:39]([O:42][CH3:43])[cH:40][cH:41]5)[CH2:24][CH2:25]4)[cH:18][c:19]23)[cH:8][cH:9]1. Starting materials: C(C)(=O)NNC(C1=CC=C(C=C1)[C@H](C)N1C(O[C@](CC1)(C1=CC=C(C=C1)F)CC=C)=O)=O (N′-acetyl-4-((S)-1-((R)-6-allyl-6-(4-fluorophenyl)-2-oxo-1,3-oxazinan-3-yl)ethyl)benzohydrazide), P12(=S)SP3(=S)SP(=S)(S1)SP(=S)(S2)S3 (Phosphorus pentasulfide). The solvent is C1(=CC=CC=C1)C.N1=CC=CC=C1 (toluene pyridine), CCOC(=O)C (EtOAc). Run at temperature 130 celsius. Yields the product C(C=C)[C@@]1(CCN(C(O1)=O)[C@@H](C)C1=CC=C(C=C1)C=1SC(=NN1)C)C1=CC=C(C=C1)F ((R)-6-allyl-6-(4-fluorophenyl)-3-((S)-1-(4-(5-methyl-1,3,4-thiadiazol-2-yl)phenyl)ethyl)-1,3-oxazinan-2-one). The yield is 61.0%. Reaction SMILES: [C:1]([NH:4][NH:5][C:6](=O)[C:7]1[CH:12]=[CH:11][C:10]([C@@H:13]([N:15]2[CH2:20][CH2:19][C@:18]([CH2:28][CH:29]=[CH2:30])([C:21]3[CH:26]=[CH:25][C:24]([F:27])=[CH:23][CH:22]=3)[O:17][C:16]2=[O:31])[CH3:14])=[CH:9][CH:8]=1)(=O)[CH3:2].P12(SP3(SP(SP(S3)(S1)=S)(=S)S2)=S)=[S:34]>C1(C)C=CC=CC=1.N1C=CC=CC=1.CCOC(C)=O>[CH2:28]([C@@:18]1([C:21]2[CH:26]=[CH:25][C:24]([F:27])=[CH:23][CH:22]=2)[O:17][C:16](=[O:31])[N:15]([C@H:13]([C:10]2[CH:11]=[CH:12][C:7]([C:6]3[S:34][C:1]([CH3:2])=[N:4][N:5]=3)=[CH:8][CH:9]=2)[CH3:14])[CH2:20][CH2:19]1)[CH:29]=[CH2:30] |f:2.3|. Procedure: N′-acetyl-4-((S)-1-((R)-6-allyl-6-(4-fluorophenyl)-2-oxo-1,3-oxazinan-3-yl)ethyl)benzohydrazide (4 mg, 0.009 mmol) was dissolved in 5:1 toluene/pyridine (1.5 mL). Phosphorus pentasulfide (8.1 mg, 2 equiv.) was added and the mixture was heated in Microwave Oven for 25 min at 130° C. LC-MS found reaction completed. The mixture was diluted with EtOAc (8 mL), washed with 5% HCl (2×5 mL), satd aq NaHCO3 solution (4 mL), brine (4 mL) and dried over Na2SO4. After filtration and concentration, the resid... The reactants are CCO, Cn1ccnc1Sc1ccc([N+](=O)[O-])cc1Cl, Cl. Yields the product Cn1ccnc1Sc1ccc(N)cc1Cl. RXN SMILES: [CH3:19][CH2:20][OH:21].[Cl:1][c:2]1[c:3]([S:11][c:12]2[n:13]([CH3:17])[cH:14][cH:15][n:16]2)[cH:4][cH:5][c:6]([N+:8]([O-:9])=[O:10])[cH:7]1.[ClH:18]>>[Cl:1][c:2]1[c:3]([S:11][c:12]2[n:13]([CH3:17])[cH:14][cH:15][n:16]2)[cH:4][cH:5][c:6]([NH2:8])[cH:7]1.